The task is: describe an organic reaction: reactants, conditions, products, and yield. This data is from the Open Reaction Database (ORD), a public repository of structured organic reaction records. Reactants: CNC(=O)N1N=C(C2=CC=C(C=C12)Cl)N (3-amino-6-chloroindazole-1-carboxylic acid methylamide). Solvent: N1=CC=CC=C1 (pyridine). The product is NC1=NNC2=CC(=CC=C12)Cl (3-amino-6-chloroindazole), CN=C=O (methyl isocyanate). Reaction SMILES: [CH3:1][NH:2][C:3]([N:5]1[C:13]2[C:8](=[CH:9][CH:10]=[C:11]([Cl:14])[CH:12]=2)[C:7]([NH2:15])=[N:6]1)=[O:4]>N1C=CC=CC=1>[NH2:15][C:7]1[C:8]2[C:13](=[CH:12][C:11]([Cl:14])=[CH:10][CH:9]=2)[NH:5][N:6]=1.[CH3:1][N:2]=[C:3]=[O:4]. Procedure: Analogously to Example 46, 0.1 mol of 3-amino-6-chloroindazole and 0.1 mol of methyl isocyanate in 100 ml of pyridine give 3-amino-6-chloroindazole-1-carboxylic acid methylamide (melting point: 148°-150° C; 50% of theory) in 30 minutes at 10°-15° C. Solvent: C=1(C(=CC=CC1)C)C (xylene). Yields the product C(C)(C)(C)C1=CC=C(C(=O)NS(=O)(=O)C2=CC=C(C=C2)CCBr)C=C1 (N-(4-t-Butylbenzoyl)-4-(2-bromoethyl)benzenesulfonamide). RXN SMILES: [Br:1][CH2:2][CH2:3][C:4]1[CH:9]=[CH:8][C:7]([S:10]([NH2:13])(=[O:12])=[O:11])=[CH:6][CH:5]=1.[C:14]([C:18]1[CH:26]=[CH:25][C:21]([C:22](Cl)=[O:23])=[CH:20][CH:19]=1)([CH3:17])([CH3:16])[CH3:15]>C1(C)C(C)=CC=CC=1>[C:14]([C:18]1[CH:19]=[CH:20][C:21]([C:22]([NH:13][S:10]([C:7]2[CH:6]=[CH:5][C:4]([CH2:3][CH2:2][Br:1])=[CH:9][CH:8]=2)(=[O:11])=[O:12])=[O:23])=[CH:25][CH:26]=1)([CH3:17])([CH3:15])[CH3:16]. Procedure details: A mixture of 26.41 g (0.10 mol) of 4-(2-bromoethyl)benzenesulfonamide, 19.67 g (0.10 mol) of 4-t-butylbenzoyl chloride and 160 ml of xylene was heated at reflux for 20 hrs. The hot solution was cooled and the solid which crystallized was collected, recrystallized from isopropanol collected, washed with ligroine and dried. Reactants: BrCCC1=CC=C(C=C1)S(=O)(=O)N (4-(2-bromoethyl)benzenesulfonamide), C(C)(C)(C)C1=CC=C(C(=O)Cl)C=C1 (4-t-butylbenzoyl chloride). Reactants: CSC1=CC=C(C=C1)O (4-(methylthio)phenol), ClCCO (2-chloroethanol), C([O-])([O-])=O.[K+].[K+] (potassium carbonate). Product: CSC1=CC=C(OCCO)C=C1 (2-[4-(Methylthio)phenoxy]ethanol). Isolated yield 28.5%. RXN SMILES: [CH3:1][S:2][C:3]1[CH:8]=[CH:7][C:6]([OH:9])=[CH:5][CH:4]=1.Cl[CH2:11][CH2:12][OH:13].C(=O)([O-])[O-].[K+].[K+]>>[CH3:1][S:2][C:3]1[CH:8]=[CH:7][C:6]([O:9][CH2:11][CH2:12][OH:13])=[CH:5][CH:4]=1 |f:2.3.4|. Procedure details: A mixture of 105.46 g (0.753 mole) of 4-(methylthio)phenol, 62.0 g (0.772 mole) of 2-chloroethanol and 105 g (0.761 mole) of potassium carbonate in approximately one liter of acetonitrite was refluxed overnight. The cooled mixture was filtered, and the solvent was removed in vacuo to give a solid. This was recrystallized from diethyl ether-hexane to give 39.59 g (28.6%) of the product as a white, crystalline solid, mp 55°-56° C. Starting materials: CC1(CBr)COC1, CN(C)C=O, OCCC(F)(F)C(F)(F)C(F)(F)C(F)(F)C(F)(F)C(F)(F)F, [H-], [Na+]. Yields the product CC1(COCCC(F)(F)C(F)(F)C(F)(F)C(F)(F)C(F)(F)C(F)(F)F)COC1. Reaction SMILES: [Br:1][CH2:2][C:3]1([CH3:7])[CH2:4][O:5][CH2:6]1.[CH3:32][N:33]([CH3:34])[CH:35]=[O:36].[F:8][C:9]([CH2:10][CH2:11][OH:12])([C:13]([C:14]([C:15]([C:16]([C:17]([F:18])([F:19])[F:20])([F:21])[F:22])([F:23])[F:24])([F:25])[F:26])([F:27])[F:28])[F:29].[H-:30].[Na+:31]>>[CH2:2]([C:3]1([CH3:7])[CH2:4][O:5][CH2:6]1)[O:12][CH2:11][CH2:10][C:9]([F:8])([C:13]([C:14]([C:15]([C:16]([C:17]([F:18])([F:19])[F:20])([F:21])[F:22])([F:23])[F:24])([F:25])[F:26])([F:27])[F:28])[F:29]. Starting materials: N1=CN=C2N=CNC2=C1N (adenine), CC(C)([O-])C.[K+] (potassium tert-butoxide), FC1=CC=C(C=C1)[N+](=O)[O-] (4-fluoronitrobenzene). The solvent is CS(=O)C (dimethyl sulfoxide), O (water). Run at temperature 80 celsius, time 3 hour. Yields the product [N+](=O)([O-])C1=CC=C(C=C1)N1C2=NC=NC(=C2N=C1)N ([9-(4-nitrophenyl)-9H-purin-6-yl]amine). The yield is 93.7%. As a reaction SMILES: [N:1]1[C:9]([NH2:10])=[C:8]2[C:4]([N:5]=[CH:6][NH:7]2)=[N:3][CH:2]=1.CC(C)([O-])C.[K+].F[C:18]1[CH:23]=[CH:22][C:21]([N+:24]([O-:26])=[O:25])=[CH:20][CH:19]=1>CS(C)=O.O>[N+:24]([C:21]1[CH:22]=[CH:23][C:18]([N:5]2[CH:6]=[N:7][C:8]3[C:4]2=[N:3][CH:2]=[N:1][C:9]=3[NH2:10])=[CH:19][CH:20]=1)([O-:26])=[O:25] |f:1.2|. Reported procedure: In 100 ml of dimethyl sulfoxide, 4.05 g (30.0 mmol) of adenine was dissolved, and 3.5 g (31.0 mmol) of potassium tert-butoxide and 5.0 g (35.0 mmol) of 4-fluoronitrobenzene were added thereto, and the mixture solution was stirred at 80° C. for three hours. The solution was diluted with 200 mL of water and the precipitate formed was collected by filtration, washed with 100 mL of water and 30 mL of methanol in the order named and vacuum dried to obtain 7.2 g (84%) of a target product as a yellow s... The reactants are CI, O=c1[nH]ccc2cc(Cl)nc(Cl)c12, [H-], [Na+], CN(C)C=O. Yields the product Cn1ccc2cc(Cl)nc(Cl)c2c1=O. As a reaction SMILES: [CH3:16][I:17].[Cl:1][c:2]1[cH:3][c:4]2[cH:5][cH:6][nH:7][c:8](=[O:13])[c:9]2[c:10]([Cl:12])[n:11]1.[H-:15].[Na+:14].[O:18]=[CH:19][N:20]([CH3:21])[CH3:22]>>[Cl:1][c:2]1[cH:3][c:4]2[cH:5][cH:6][n:7]([CH3:16])[c:8](=[O:13])[c:9]2[c:10]([Cl:12])[n:11]1.